This data is from the Open Reaction Database (ORD), a public repository of structured organic reaction records. The task is: describe an organic reaction: reactants, conditions, products, and yield Reactants: C(C)OC(C(C)N1C(COC2=C1C=C(C=C2)[N+](=O)[O-])=S)=O (2-(6-nitro-3-thioxo-2,3-dihydro-benzo[1,4]oxazin-4-yl)-propionic acid ethyl ester), O.NN (hydrazine hydrate). Run in CCO (EtOH). Reaction conditions: temperature 80 celsius, time 3 hour. Yields the product CC1C(NN=C2COC3=CC=C(C=C3N12)[N+](=O)[O-])=O (4-methyl-6-nitro-2,10-dihydro-9-oxa-1,2,4a-triaza-phenanthren-3-one). Yield: 67.8%. RXN SMILES: C(O[C:4](=[O:21])[CH:5]([N:7]1[C:12]2[CH:13]=[C:14]([N+:17]([O-:19])=[O:18])[CH:15]=[CH:16][C:11]=2[O:10][CH2:9][C:8]1=S)[CH3:6])C.O.[NH2:23][NH2:24]>CCO>[CH3:6][CH:5]1[N:7]2[C:8]([CH2:9][O:10][C:11]3[C:12]2=[CH:13][C:14]([N+:17]([O-:19])=[O:18])=[CH:15][CH:16]=3)=[N:24][NH:23][C:4]1=[O:21] |f:1.2|. Procedure: To a solution of 2-(6-nitro-3-thioxo-2,3-dihydro-benzo[1,4]oxazin-4-yl)-propionic acid ethyl ester (133.0 g, 450 mmol) in EtOH (1.5 L) was added hydrazine hydrate (45.0 g, 900 mmol, 98%) and the mixture was heated to 80° C. and stirred for 3 h. The reaction mixture was cooled to ambient temperature and filtered. The filtrate was washed with cold EtOH (3×50 mL) to give 4-methyl-6-nitro-2,10-dihydro-9-oxa-1,2,4a-triaza-phenanthren-3-one as a yellow solid (80.0 g, 68%). 1H NMR (DMSO-d6, 400 MHz): δ... Reactants: Cc1ccc(-c2ccccc2O)cc1, CN(C)C=O, O=[N+]([O-])c1ccc(F)cc1, [H-], [Na+], O. Yields the product Cc1ccc(-c2ccccc2Oc2ccc([N+](=O)[O-])cc2)cc1. RXN SMILES: [CH3:1][c:2]1[cH:3][cH:4][c:5](-[c:8]2[c:9]([OH:14])[cH:10][cH:11][cH:12][cH:13]2)[cH:6][cH:7]1.[CH3:28][N:29]([CH3:30])[CH:31]=[O:32].[F:17][c:18]1[cH:19][cH:20][c:21]([N+:24](=[O:25])[O-:26])[cH:22][cH:23]1.[H-:15].[Na+:16].[OH2:27]>>[CH3:1][c:2]1[cH:3][cH:4][c:5](-[c:8]2[c:9]([O:14][c:18]3[cH:19][cH:20][c:21]([N+:24](=[O:25])[O-:26])[cH:22][cH:23]3)[cH:10][cH:11][cH:12][cH:13]2)[cH:6][cH:7]1. Reactants: ClC=1C=C(C=CC1Cl)C1=CC=C(C=C1)C(CCC(=O)O)=O (4-(3',4'-dichloro-4-biphenylyl)-4-oxo-butyric acid), C1(CCCCC1)N (cyclohexylamine). The solvent is C(C)(C)O (isopropanol). The product is ClC=1C=C(C=CC1Cl)C1=CC=C(C=C1)CCCC(=O)O (4-(3',4'-Dichloro-4-biphenylyl)-butyric acid). The yield is 62.0%. Reaction SMILES: [Cl:1][C:2]1[CH:3]=[C:4]([C:9]2[CH:14]=[CH:13][C:12]([C:15](=O)[CH2:16][CH2:17][C:18]([OH:20])=[O:19])=[CH:11][CH:10]=2)[CH:5]=[CH:6][C:7]=1[Cl:8].C1(N)CCCCC1>C(O)(C)C>[Cl:1][C:2]1[CH:3]=[C:4]([C:9]2[CH:14]=[CH:13][C:12]([CH2:15][CH2:16][CH2:17][C:18]([OH:20])=[O:19])=[CH:11][CH:10]=2)[CH:5]=[CH:6][C:7]=1[Cl:8]. Reported procedure: Prepared analogous to Example 1 from 4-(3',4'-dichloro-4-biphenylyl)-4-oxo-butyric acid. Yield: 62% of theory. Melting point of the cyclohexylamine salt: 167°-168° C. (from isopropanol).